Dataset: the Open Reaction Database (ORD), a public repository of structured organic reaction records. Task: describe an organic reaction: reactants, conditions, products, and yield Starting materials: Cc1ccccc1-c1cc(N2CCN(C)CC2)ncc1C#N, CCOC(C)=O, [Na+], [OH-], O=S(=O)(O)O. The product is Cc1ccccc1-c1cc(N2CCN(C)CC2)ncc1C(N)=O. Reaction SMILES: [CH3:1][N:2]1[CH2:3][CH2:4][N:5]([c:8]2[n:9][cH:10][c:11]([C:12]#[N:13])[c:14](-[c:16]3[c:17]([CH3:22])[cH:18][cH:19][cH:20][cH:21]3)[cH:15]2)[CH2:6][CH2:7]1.[CH3:30][CH2:31][O:32][C:33](=[O:34])[CH3:35].[Na+:29].[OH-:28].[S:23]([OH:24])(=[O:25])(=[O:26])[OH:27]>>[CH3:1][N:2]1[CH2:3][CH2:4][N:5]([c:8]2[n:9][cH:10][c:11]([C:12]([NH2:13])=[O:24])[c:14](-[c:16]3[c:17]([CH3:22])[cH:18][cH:19][cH:20][cH:21]3)[cH:15]2)[CH2:6][CH2:7]1. Starting materials: BrC1=C(C=C(N)C=C1)F (4-bromo-3-fluoroaniline), C(C)OC=C(C(=O)OCC)C(=O)OCC (1,3-diethyl 2-(ethoxymethylidene)propanedioate). Solvent: CCO (EtOH). Yields the product BrC1=C(C=C(C=C1)NC=C(C(=O)OCC)C(=O)OCC)F (Diethyl 2-[[(4-bromo-3-fluorophenyl)amino]methylidene]propanedioate). Yield: 83.9%. RXN SMILES: [Br:1][C:2]1[CH:8]=[CH:7][C:5]([NH2:6])=[CH:4][C:3]=1[F:9].C(O[CH:13]=[C:14]([C:20]([O:22][CH2:23][CH3:24])=[O:21])[C:15]([O:17][CH2:18][CH3:19])=[O:16])C>CCO>[Br:1][C:2]1[CH:8]=[CH:7][C:5]([NH:6][CH:13]=[C:14]([C:15]([O:17][CH2:18][CH3:19])=[O:16])[C:20]([O:22][CH2:23][CH3:24])=[O:21])=[CH:4][C:3]=1[F:9]. Reported procedure: A solution of 4-bromo-3-fluoroaniline (56.6 g, 297.87 mmol) and 1,3-diethyl 2-(ethoxymethylidene)propanedioate (72.45 g, 335.06 mmol) in EtOH (560 mL) was stirred at 80° C. for 4 h. The reaction mixture was allowed to cool, the solids collected by filtration and dried in an oven to afford the desired material (90 g, 84%) as an off-white solid which was used without further purification. NMR Spectrum: 1H NMR (400 MHz, DMSO-d6) δ 1.26 (6H, q), 4.14 (2H, q), 4.22 (2H, q), 7.18-7.25 (1H, m), 7.57 (1... Reactants: NCCCCCCN=C(NC(OC(C)(C)C)=O)NC(OC(C)(C)C)=O (bis(1,1-dimethylethyl) [[(6-aminohexyl)imino]methylene]biscarbamate), ClC(=O)OCC(C)C (isobutyl chloroformate), C(=O)(OCC1=CC=CC=C1)NCC(=O)O (carbobenzyloxyglycine), CN1CCOCC1 (N-methylmorpholine). Solvent: O1CCCC1 (tetrahydrofuran), O1CCCC1 (tetrahydrofuran), O1CCCC1 (tetrahydrofuran). Run at time 0.5 hour. Product: CC(C)(OC(=O)NC(=NC(=O)OC(C)(C)C)NCCCCCCNC(CNC(=O)OCC1=CC=CC=C1)=O)C (1-(1,1-Dimethylethyl) 15-phenylmethyl 3-[[(1,1-dimethylethoxy)carbonyl]amino]-12-oxo-2,4,11,14-tetraazapentadec-2-enedioate). Isolated yield 93.0%. Reaction SMILES: ClC(OCC(C)C)=O.[C:9]([NH:19][CH2:20][C:21]([OH:23])=O)([O:11][CH2:12][C:13]1[CH:18]=[CH:17][CH:16]=[CH:15][CH:14]=1)=[O:10].CN1CCOCC1.[NH2:31][CH2:32][CH2:33][CH2:34][CH2:35][CH2:36][CH2:37][N:38]=[C:39]([NH:48][C:49](=[O:55])[O:50][C:51]([CH3:54])([CH3:53])[CH3:52])[NH:40][C:41](=[O:47])[O:42][C:43]([CH3:46])([CH3:45])[CH3:44]>O1CCCC1>[CH3:53][C:51]([CH3:54])([O:50][C:49]([NH:48][C:39]([NH:38][CH2:37][CH2:36][CH2:35][CH2:34][CH2:33][CH2:32][NH:31][C:21](=[O:23])[CH2:20][NH:19][C:9]([O:11][CH2:12][C:13]1[CH:14]=[CH:15][CH:16]=[CH:17][CH:18]=1)=[O:10])=[N:40][C:41]([O:42][C:43]([CH3:44])([CH3:45])[CH3:46])=[O:47])=[O:55])[CH3:52]. Reported procedure: A solution of 1.6 g (14×10-3 mol) of isobutyl chloroformate in 5 ml of tetrahydrofuran is added dropwise to a solution, cooled to -30° C., of 3 g (14×10-3 mol) of carbobenzyloxyglycine and 2.8 g (28×10-3 mol) of N-methylmorpholine in 50 ml of tetrahydrofuran. The reaction medium is stirred for 0.5 hour and a solution of 5.4 g (14×10-3 mol) of bis(1,1-dimethylethyl) [[(6-aminohexyl)imino]methylene]biscarbamate in 20 ml of tetrahydrofuran is added. Stirring is continued for 2 hours at -30° C. and ... Starting materials: BrC=1C=C2C(=C(C(N(C2=CC1)C)=O)C(=O)OCC)O (Ethyl 6-bromo-4-hydroxy-1-methyl-2-oxo-1,2-dihydroquinoline-3-carboxylate), C(CCCCCCCCCCC)(=O)NN (dodecanoyl hydrazine). The product is BrC=1C=C2C(=C(C(N(C2=CC1)C)=O)C(=O)NNC(CCCCCCCCCCC)=O)O (6-Bromo-N′-dodecanoyl-4-hydroxy-1-methyl-2-oxo-1,2-dihydroquinoline-3-carbohydrazide). Reaction SMILES: [Br:1][C:2]1[CH:3]=[C:4]2[C:9](=[CH:10][CH:11]=1)[N:8]([CH3:12])[C:7](=[O:13])[C:6]([C:14]([O:16]CC)=O)=[C:5]2[OH:19].[C:20]([NH:33][NH2:34])(=[O:32])[CH2:21][CH2:22][CH2:23][CH2:24][CH2:25][CH2:26][CH2:27][CH2:28][CH2:29][CH2:30][CH3:31]>>[Br:1][C:2]1[CH:3]=[C:4]2[C:9](=[CH:10][CH:11]=1)[N:8]([CH3:12])[C:7](=[O:13])[C:6]([C:14]([NH:34][NH:33][C:20](=[O:32])[CH2:21][CH2:22][CH2:23][CH2:24][CH2:25][CH2:26][CH2:27][CH2:28][CH2:29][CH2:30][CH3:31])=[O:16])=[C:5]2[OH:19]. Reported procedure: Reagents: Comp 35 (0.36 mmols, 0.12 g); dodecanoyl hydrazine (0.4 mmols, 0.08 g). Yield: 0.1 g (55%), white solid, m.p.=160° C.-161° C. Starting materials: OC1(c2ccc(OCc3ccccc3)c(OCc3ccccc3)c2)CCCN(Cc2ccccc2)C1, ClCCl, Cl, [Na+], [OH-]. Product: C1=C(c2ccc(OCc3ccccc3)c(OCc3ccccc3)c2)CN(Cc2ccccc2)CC1. Reaction SMILES: [CH2:1]([c:2]1[cH:3][cH:4][cH:5][cH:6][cH:7]1)[N:8]1[CH2:9][C:10]([OH:14])([c:15]2[cH:16][c:17]([O:29][CH2:30][c:31]3[cH:32][cH:33][cH:34][cH:35][cH:36]3)[c:18]([O:21][CH2:22][c:23]3[cH:24][cH:25][cH:26][cH:27][cH:28]3)[cH:19][cH:20]2)[CH2:11][CH2:12][CH2:13]1.[CH2:40]([Cl:41])[Cl:42].[ClH:39].[Na+:38].[OH-:37]>>[CH2:1]([c:2]1[cH:3][cH:4][cH:5][cH:6][cH:7]1)[N:8]1[CH2:9][C:10]([c:15]2[cH:16][c:17]([O:29][CH2:30][c:31]3[cH:32][cH:33][cH:34][cH:35][cH:36]3)[c:18]([O:21][CH2:22][c:23]3[cH:24][cH:25][cH:26][cH:27][cH:28]3)[cH:19][cH:20]2)=[CH:11][CH2:12][CH2:13]1. The reactants are O=C(Cl)OCc1ccccc1Cl, CCN1C(=O)C(C)(C)c2cc3[nH]c(-c4n[nH]cc4N)nc3cc21. Yields the product CCN1C(=O)C(C)(C)c2cc3[nH]c(-c4n[nH]cc4NC(=O)OCc4ccccc4Cl)nc3cc21. RXN SMILES: [Cl:24][C:25](=[O:26])[O:27][CH2:28][c:29]1[c:30]([Cl:35])[cH:31][cH:32][cH:33][cH:34]1.[NH2:1][c:2]1[c:3](-[c:7]2[n:8][c:9]3[c:10]([cH:11][c:12]4[c:16]([cH:17]3)[N:15]([CH2:18][CH3:19])[C:14](=[O:20])[C:13]4([CH3:21])[CH3:22])[nH:23]2)[n:4][nH:5][cH:6]1>>[NH:1]([c:2]1[c:3](-[c:7]2[n:8][c:9]3[c:10]([cH:11][c:12]4[c:16]([cH:17]3)[N:15]([CH2:18][CH3:19])[C:14](=[O:20])[C:13]4([CH3:21])[CH3:22])[nH:23]2)[n:4][nH:5][cH:6]1)[C:25](=[O:26])[O:27][CH2:28][c:29]1[c:30]([Cl:35])[cH:31][cH:32][cH:33][cH:34]1. The reactants are CC(=O)O[BH-](OC(C)=O)OC(C)=O, CC(=O)O, Cc1ccc2nc(Cl)c(C=O)cc2c1, ClCCl, [Na+], Nc1nc(N2CCNCC2)nc2cc(-c3ccco3)nn12. The product is Cc1ccc2nc(Cl)c(CN3CCN(c4nc(N)n5nc(-c6ccco6)cc5n4)CC3)cc2c1. RXN SMILES: [C:36]([O:37][BH-:38]([O:39][C:40](=[O:41])[CH3:42])[O:43][C:44](=[O:45])[CH3:46])(=[O:47])[CH3:48].[CH3:53][C:54](=[O:55])[OH:56].[Cl:22][c:23]1[n:24][c:25]2[cH:26][cH:27][c:28]([CH3:35])[cH:29][c:30]2[cH:31][c:32]1[CH:33]=[O:34].[Cl:50][CH2:51][Cl:52].[Na+:49].[o:1]1[c:2](-[c:6]2[n:7][n:8]3[c:9]([n:10][c:11]([N:15]4[CH2:16][CH2:17][NH:18][CH2:19][CH2:20]4)[n:12][c:13]3[NH2:14])[cH:21]2)[cH:3][cH:4][cH:5]1>>[o:1]1[c:2](-[c:6]2[n:7][n:8]3[c:9]([n:10][c:11]([N:15]4[CH2:16][CH2:17][N:18]([CH2:33][c:32]5[c:23]([Cl:22])[n:24][c:25]6[cH:26][cH:27][c:28]([CH3:35])[cH:29][c:30]6[cH:31]5)[CH2:19][CH2:20]4)[n:12][c:13]3[NH2:14])[cH:21]2)[cH:3][cH:4][cH:5]1.